From a dataset of the Open Reaction Database (ORD), a public repository of structured organic reaction records. describe an organic reaction: reactants, conditions, products, and yield Starting materials: ClC1=C(C(=O)[O-])C=C(C(=C1)F)N1C(N(C2=C(C1=O)CCC2)C)=O.[Na+] (sodium 2-chloro-4-fluoro-5-(1,2,4,5,6,7-hexahydro-1-methyl-2,4-dioxo-3H-cyclopenta[d]pyrimidin-3-yl)-benzoate), COCCl (chlorodimethyl ether). The product is ClC1=C(C(=O)OCOC)C=C(C(=C1)F)N1C(N(C2=C(C1=O)CCC2)C)=O (methoxymethyl 2-chloro-4-fluoro-5-(1,2,4,5,6,7-hexahydro-1-methyl-2,4-dioxo-3H-cyclopenta[d]pyrimidin-3-yl)-benzoate). Reaction SMILES: [Cl:1][C:2]1[CH:10]=[C:9]([F:11])[C:8]([N:12]2[C:17](=[O:18])[C:16]3[CH2:19][CH2:20][CH2:21][C:15]=3[N:14]([CH3:22])[C:13]2=[O:23])=[CH:7][C:3]=1[C:4]([O-:6])=[O:5].[Na+].[CH3:25][O:26][CH2:27]Cl>>[Cl:1][C:2]1[CH:10]=[C:9]([F:11])[C:8]([N:12]2[C:17](=[O:18])[C:16]3[CH2:19][CH2:20][CH2:21][C:15]=3[N:14]([CH3:22])[C:13]2=[O:23])=[CH:7][C:3]=1[C:4]([O:6][CH2:25][O:26][CH3:27])=[O:5] |f:0.1|. Reported procedure: using sodium 2-chloro-4-fluoro-5-(1,2,4,5,6,7-hexahydro-1-methyl-2,4-dioxo-3H-cyclopenta[d]pyrimidin-3-yl)-benzoate and chlorodimethyl ether there is obtained methoxymethyl 2-chloro-4-fluoro-5-(1,2,4,5,6,7-hexahydro-1-methyl-2,4-dioxo-3H-cyclopenta[d]pyrimidin-3-yl)-benzoate, 1H--NMR (CDCl3, 400 MHz) 7.93 ppm (d, 1H), 7.36 ppm (d, 1H), 5.45 ppm (s, 2H), 3.54 ppm (s, 3H), 3.41 ppm (s, 3H), 2.95 ppm (m, 2H), 2.81 ppm (m, 2H), 2.17 ppm (m, 2H),